Task: describe an organic reaction: reactants, conditions, products, and yield. Dataset: the Open Reaction Database (ORD), a public repository of structured organic reaction records Reactants: BrC=1C(=C(C=C(C1C)Cl)C(C)N1N=C(C=2C1=NC=NC2N)C)OC (1-[1-(3-bromo-5-chloro-2-methoxy-4-methylphenyl)ethyl]-3-methyl-1H-pyrazolo[3,4-d]pyrimidin-4-amine), CC1(OB(OC1(C)C)C=1C=NC=C(C#N)C1)C (5-(4,4,5,5-tetramethyl-1,3,2-dioxaborolan-2-yl)nicotinonitrile), C([O-])([O-])=O.[Na+].[Na+] (sodium carbonate), ClCCl (dichloromethane). The reagents and catalysts are Cl[Pd]Cl.C1(=CC=CC=C1)P([C-]1C=CC=C1)C1=CC=CC=C1.[C-]1(C=CC=C1)P(C1=CC=CC=C1)C1=CC=CC=C1.[Fe+2] ([1,1′-bis(diphenylphosphino)ferrocene]-dichloropalladium(II)). The solvent is C(C)#N (acetonitrile), O (water). Conditions: temperature 95 celsius, time 2 hour. Product: NC1=C2C(=NC=N1)N(N=C2C)C(C)C=2C(=C(C(=C(C2)Cl)C)C=2C=NC=C(C#N)C2)OC (5-{3-[1-(4-Amino-3-methyl-1H-pyrazolo[3,4-d]pyrimidin-1-yl)ethyl]-5-chloro-2-methoxy-6-methylphenyl}nicotinonitrile). Reaction SMILES: Br[C:2]1[C:3]([O:23][CH3:24])=[C:4]([CH:10]([N:12]2[C:16]3=[N:17][CH:18]=[N:19][C:20]([NH2:21])=[C:15]3[C:14]([CH3:22])=[N:13]2)[CH3:11])[CH:5]=[C:6]([Cl:9])[C:7]=1[CH3:8].CC1(C)C(C)(C)OB([C:33]2[CH:34]=[N:35][CH:36]=[C:37]([CH:40]=2)[C:38]#[N:39])O1.C(=O)([O-])[O-].[Na+].[Na+].ClCCl>C(#N)C.Cl[Pd]Cl.C1(P(C2C=CC=CC=2)[C-]2C=CC=C2)C=CC=CC=1.[C-]1(P(C2C=CC=CC=2)C2C=CC=CC=2)C=CC=C1.[Fe+2].O>[NH2:21][C:20]1[N:19]=[CH:18][N:17]=[C:16]2[N:12]([CH:10]([C:4]3[C:3]([O:23][CH3:24])=[C:2]([C:33]4[CH:34]=[N:35][CH:36]=[C:37]([CH:40]=4)[C:38]#[N:39])[C:7]([CH3:8])=[C:6]([Cl:9])[CH:5]=3)[CH3:11])[N:13]=[C:14]([CH3:22])[C:15]=12 |f:2.3.4,7.8.9.10|. Procedure details: A mixture of 1-[1-(3-bromo-5-chloro-2-methoxy-4-methylphenyl)ethyl]-3-methyl-1H-pyrazolo[3,4-d]pyrimidin-4-amine (first peak from Example 167, step 4 chiral separation, 106 mg, 0.25 mmol), 5-(4,4,5,5-tetramethyl-1,3,2-dioxaborolan-2-yl)nicotinonitrile (70.0 mg, 0.31 mmol, from Combi-Blocks Catalog, item # PN-8893), sodium carbonate (43 mg, 0.41 mmol) and [1,1′-bis(diphenylphosphino)ferrocene]-dichloropalladium(II), complex with dichloromethane (1:1) (33 mg, 0.041 mmol) in acetonitrile (2 mL)/wat... Reactants: BrCC(=O)OCC (ethyl 2-bromoacetate), N1C=CC2=CC=CC=C12 (indole), [OH-].[Na+] (sodium hydroxide). The reagents and catalysts are [Br-].C(CCC)[N+](CCCC)(CCCC)CCCC (tetra-n-butylammonium bromide). Solvent: C1=CC=CC=C1 (benzene), O (water). Run at temperature 25 celsius, time 16 hour. Product: N1(C=CC2=CC=CC=C12)CC(=O)O ((1H-Indol-1-yl)acetic Acid). Yield: 92.0%. Reaction SMILES: Br[CH2:2][C:3]([O:5]CC)=[O:4].[NH:8]1[C:16]2[C:11](=[CH:12][CH:13]=[CH:14][CH:15]=2)[CH:10]=[CH:9]1.[OH-].[Na+]>C1C=CC=CC=1.O.[Br-].C([N+](CCCC)(CCCC)CCCC)CCC>[N:8]1([CH2:2][C:3]([OH:5])=[O:4])[C:16]2[C:11](=[CH:12][CH:13]=[CH:14][CH:15]=2)[CH:10]=[CH:9]1 |f:2.3,6.7|. Procedure details: To a solution of ethyl 2-bromoacetate (25 g, 0.15 mole) and indole (11.7 g, 0.1 mole) in 100 ml of benzene is added a solution of sodium hydroxide (25 g, 0.626 mole) in 50 ml of water. To the obtained mixture is added tetra-n-butylammonium bromide (1.6 g, 0.5 mmole). The mixture is stirred at 25° C. for 16 hours. The aqueous phase is acidified to pH 3. The organic phase is separated, dried and evaporated to give the title compound in 92% yield. NMR (DMSO-D6) ppm (δ) 5.05 (s, 2); 6.50 (d, 1), 6.9... Starting materials: CC(=O)O[BH-](OC(C)=O)OC(C)=O, CC(=O)O, O=CC1CCCCC1, ClCCCl, COC(=O)Cc1c(Cl)nc(Cc2ccc(N)cc2)nc1N(C)CC(=O)NC1CCCC1, [Na+], [Na+], [OH-], O. Product: COC(=O)Cc1c(Cl)nc(Cc2ccc(NCC3CCCCC3)cc2)nc1N(C)CC(=O)NC1CCCC1. RXN SMILES: [C:44]([O:45][BH-:46]([O:47][C:48](=[O:49])[CH3:50])[O:51][C:52](=[O:53])[CH3:54])(=[O:55])[CH3:56].[CH3:40][C:41](=[O:42])[OH:43].[CH:32]1([CH:38]=[O:39])[CH2:33][CH2:34][CH2:35][CH2:36][CH2:37]1.[Cl:60][CH2:61][CH2:62][Cl:63].[NH2:1][c:2]1[cH:3][cH:4][c:5]([CH2:6][c:7]2[n:8][c:9]([N:19]([CH3:20])[CH2:21][C:22](=[O:23])[NH:24][CH:25]3[CH2:26][CH2:27][CH2:28][CH2:29]3)[c:10]([CH2:14][C:15](=[O:16])[O:17][CH3:18])[c:11]([Cl:13])[n:12]2)[cH:30][cH:31]1.[Na+:57].[Na+:59].[OH-:58].[OH2:64]>>[NH:1]([c:2]1[cH:3][cH:4][c:5]([CH2:6][c:7]2[n:8][c:9]([N:19]([CH3:20])[CH2:21][C:22](=[O:23])[NH:24][CH:25]3[CH2:26][CH2:27][CH2:28][CH2:29]3)[c:10]([CH2:14][C:15](=[O:16])[O:17][CH3:18])[c:11]([Cl:13])[n:12]2)[cH:30][cH:31]1)[CH2:38][CH:32]1[CH2:33][CH2:34][CH2:35][CH2:36][CH2:37]1. The product is CCOC(=O)CC1CCC(C(=O)N(C)c2ccc(OC(F)(F)F)cc2CN2C(=O)OC(c3cc(C(F)(F)F)cc(C(F)(F)F)c3)C2C)CC1. Reactants: C1CCOC1, CCOC(=O)CC1CCC(C(=O)Nc2ccc(OC(F)(F)F)cc2CN2C(=O)OC(c3cc(C(F)(F)F)cc(C(F)(F)F)c3)C2C)CC1, [H-], CI, [Na+]. As a reaction SMILES: [CH2:53]1[O:54][CH2:55][CH2:56][CH2:57]1.[F:1][C:2]([c:3]1[cH:4][c:5]([CH:13]2[CH:14]([CH3:46])[N:15]([CH2:19][c:20]3[c:21]([NH:31][C:32](=[O:33])[CH:34]4[CH2:35][CH2:36][CH:37]([CH2:40][C:41](=[O:42])[O:43][CH2:44][CH3:45])[CH2:38][CH2:39]4)[cH:22][cH:23][c:24]([O:26][C:27]([F:28])([F:29])[F:30])[cH:25]3)[C:16](=[O:18])[O:17]2)[cH:6][c:7]([C:9]([F:10])([F:11])[F:12])[cH:8]1)([F:47])[F:48].[H-:49].[I:51][CH3:52].[Na+:50]>>[F:1][C:2]([c:3]1[cH:4][c:5]([CH:13]2[CH:14]([CH3:46])[N:15]([CH2:19][c:20]3[c:21]([N:31]([C:32](=[O:33])[CH:34]4[CH2:35][CH2:36][CH:37]([CH2:40][C:41](=[O:42])[O:43][CH2:44][CH3:45])[CH2:38][CH2:39]4)[CH3:52])[cH:22][cH:23][c:24]([O:26][C:27]([F:28])([F:29])[F:30])[cH:25]3)[C:16](=[O:18])[O:17]2)[cH:6][c:7]([C:9]([F:10])([F:11])[F:12])[cH:8]1)([F:47])[F:48]. The reactants are O=C(n1ccnc1)n1ccnc1, C1CCOC1, CC(C)(CN)c1cc2ccccc2[nH]1. Product: CC(C)(CNC(=O)n1ccnc1)c1cc2ccccc2[nH]1. As a reaction SMILES: [C:15](=[O:16])([n:17]1[cH:18][n:19][cH:20][cH:21]1)[n:22]1[cH:23][cH:24][n:25][cH:26]1.[O:27]1[CH2:28][CH2:29][CH2:30][CH2:31]1.[nH:1]1[c:2]([C:10]([CH2:11][NH2:12])([CH3:13])[CH3:14])[cH:3][c:4]2[cH:5][cH:6][cH:7][cH:8][c:9]12>>[nH:1]1[c:2]([C:10]([CH2:11][NH:12][C:15](=[O:16])[n:17]2[cH:18][n:19][cH:20][cH:21]2)([CH3:13])[CH3:14])[cH:3][c:4]2[cH:5][cH:6][cH:7][cH:8][c:9]12. Starting materials: CC1=C(C(=CC(=C1)C)C)S(=O)(=O)[O-].N[N+]1=C(C=C(C=C1)Br)N (1,2-diamino-4-bromopyridinium 2,4,6-trimethylbenzenesulfonate), FC1=C(C(=O)Cl)C=CC=N1 (2-fluoronicotinoyl chloride). The product is BrC1=CC=2N(C=C1)N=C(N2)C=2C(=NC=CC2)F (7-bromo-2-(2-fluoro-pyridin-3-yl)-[1,2,4]triazolo[1,5-a]pyridine). The yield is 70.7%. As a reaction SMILES: CC1C=C(C)C=C(C)C=1S([O-])(=O)=O.[NH2:14][N+:15]1[CH:20]=[CH:19][C:18]([Br:21])=[CH:17][C:16]=1[NH2:22].[F:23][C:24]1[N:32]=[CH:31][CH:30]=[CH:29][C:25]=1[C:26](Cl)=O>>[Br:21][C:18]1[CH:19]=[CH:20][N:15]2[N:14]=[C:26]([C:25]3[C:24]([F:23])=[N:32][CH:31]=[CH:30][CH:29]=3)[N:22]=[C:16]2[CH:17]=1 |f:0.1|. Procedure: The product was prepared in the same manner as described in example 1b using 1,2-diamino-4-bromopyridinium 2,4,6-trimethylbenzenesulfonate (2.2 g, 5.67 mmol) and 2-fluoronicotinoyl chloride (1.81 ml, 11.3 mmol) as starting materials. The reaction affords 7-bromo-2-(2-fluoro-pyridin-3-yl)-[1,2,4]triazolo[1,5-a]pyridine (1.175 g, 70.8%) as light brown solid. MS: m/z=294.9 (M+H+).